Dataset: the Open Reaction Database (ORD), a public repository of structured organic reaction records. Task: describe an organic reaction: reactants, conditions, products, and yield Reactants: CCCC1CC(NC=O)c2cc(Br)ccc2N1, CC(=O)Cl, ClCCl, c1ccncc1. Yields the product CCCC1CC(NC=O)c2cc(Br)ccc2N1C(C)=O. As a reaction SMILES: [Br:1][c:2]1[cH:3][c:4]2[c:9]([cH:10][cH:11]1)[NH:8][CH:7]([CH2:12][CH2:13][CH3:14])[CH2:6][CH:5]2[NH:15][CH:16]=[O:17].[CH3:18][C:19]([Cl:20])=[O:21].[Cl:28][CH2:29][Cl:30].[cH:22]1[cH:23][cH:24][n:25][cH:26][cH:27]1>>[Br:1][c:2]1[cH:3][c:4]2[c:9]([cH:10][cH:11]1)[N:8]([C:19]([CH3:18])=[O:21])[CH:7]([CH2:12][CH2:13][CH3:14])[CH2:6][CH:5]2[NH:15][CH:16]=[O:17]. Reactants: CCOCC, OC1CCC(Cc2cc(Cl)cc(Cl)c2)CC1, O=[Cr](=O)([O-])[O-], [Na+], [Na+]. Yields the product O=C1CCC(Cc2cc(Cl)cc(Cl)c2)CC1. Reaction SMILES: [CH3:24][CH2:25][O:26][CH2:27][CH3:28].[Cl:8][c:9]1[cH:10][c:11]([CH2:16][CH:17]2[CH2:18][CH2:19][CH:20]([OH:23])[CH2:21][CH2:22]2)[cH:12][c:13]([Cl:15])[cH:14]1.[Cr:1]([O-:2])([O-:3])(=[O:4])=[O:5].[Na+:6].[Na+:7]>>[Cl:8][c:9]1[cH:10][c:11]([CH2:16][CH:17]2[CH2:18][CH2:19][C:20](=[O:23])[CH2:21][CH2:22]2)[cH:12][c:13]([Cl:15])[cH:14]1. The reactants are COC(=O)C1C(C(=O)OC)C1(Br)C=O, CC(=O)O, [Zn]. Product: COC(=O)C1C(C=O)C1C(=O)OC. As a reaction SMILES: [Br:1][C:2]1([CH:13]=[O:14])[CH:3]([C:9](=[O:10])[O:11][CH3:12])[CH:4]1[C:5](=[O:6])[O:7][CH3:8].[CH3:16][C:17](=[O:18])[OH:19].[Zn:15]>>[CH:2]1([CH:13]=[O:14])[CH:3]([C:9](=[O:10])[O:11][CH3:12])[CH:4]1[C:5](=[O:6])[O:7][CH3:8]. Starting materials: S(=O)(=O)(O)[O-].[K+] (potassium hydrogensulfate), 14.56, C(C)OC(=O)C1=NC2=CC=C(C=C2C(=N1)N[C@@H]1[C@@H](CCCC1)NC(=NC(=O)OC(C)(C)C)NC(=O)OC(C)(C)C)C (4-{[(1S,2R)-2-({[(tert-butoxycarbonyl)amino][(tert-butoxycarbonyl)imino]methyl}amino)cyclohexyl]amino}-6-methylquinazoline-2-carboxylic acid ethyl ester), [OH-].[Na+] (sodium hydroxide). Run in O1CCCC1 (tetrahydrofuran). Conditions: time 10 hour. The product is C(C)(C)(C)OC(=O)NC(=NC(=O)OC(C)(C)C)N[C@H]1[C@H](CCCC1)NC1=NC(=NC2=CC=C(C=C12)C)C(=O)O (4-{[(1S,2R)-2-({[(tert-butoxycarbonyl)amino][(tert-butoxycarbonyl)imino]methyl}amino)cyclohexyl]amino}-6-methylquinazoline-2-carboxylic acid). Reaction SMILES: C([O:3][C:4]([C:6]1[N:15]=[C:14]([NH:16][C@H:17]2[CH2:22][CH2:21][CH2:20][CH2:19][C@H:18]2[NH:23][C:24]([NH:33][C:34]([O:36][C:37]([CH3:40])([CH3:39])[CH3:38])=[O:35])=[N:25][C:26]([O:28][C:29]([CH3:32])([CH3:31])[CH3:30])=[O:27])[C:13]2[C:8](=[CH:9][CH:10]=[C:11]([CH3:41])[CH:12]=2)[N:7]=1)=[O:5])C.[OH-].[Na+].S([O-])(O)(=O)=O.[K+]>O1CCCC1>[C:37]([O:36][C:34]([NH:33][C:24]([NH:23][C@@H:18]1[CH2:19][CH2:20][CH2:21][CH2:22][C@@H:17]1[NH:16][C:14]1[C:13]2[C:8](=[CH:9][CH:10]=[C:11]([CH3:41])[CH:12]=2)[N:7]=[C:6]([C:4]([OH:5])=[O:3])[N:15]=1)=[N:25][C:26]([O:28][C:29]([CH3:32])([CH3:31])[CH3:30])=[O:27])=[O:35])([CH3:38])([CH3:39])[CH3:40] |f:1.2,3.4|. Procedure: To a solution of 14.56 q of 4-{[(1S,2R)-2-({[(tert-butoxycarbonyl)amino][(tert-butoxycarbonyl)imino]methyl}amino)cyclohexyl]amino}-6-methylquinazoline-2-carboxylic acid ethyl ester in 350 ml of tetrahydrofuran, 55 ml of a 10% sodium hydroxide solution was added under ice cooling, and then the mixture was stirred at room temperature for 10 hours. The reaction solution was mixed with 170 ml of a 10% potassium hydrogensulfate solution, extracted with chloroform and then dried over magnesium sulfate... Product: CCN(Cc1cc(Br)ccc1OCc1cccs1)c1ccc(C(=O)O)cn1. Reaction SMILES: [CH3:31][OH:32].[Na+:30].[OH-:29].[s:1]1[c:2]([CH2:6][O:7][c:8]2[c:9]([CH2:10][N:11]([CH2:12][CH3:13])[c:14]3[n:15][cH:16][c:17]([C:20](=[O:21])[O:22][CH3:23])[cH:18][cH:19]3)[cH:24][c:25]([Br:28])[cH:26][cH:27]2)[cH:3][cH:4][cH:5]1>>[s:1]1[c:2]([CH2:6][O:7][c:8]2[c:9]([CH2:10][N:11]([CH2:12][CH3:13])[c:14]3[n:15][cH:16][c:17]([C:20](=[O:21])[OH:22])[cH:18][cH:19]3)[cH:24][c:25]([Br:28])[cH:26][cH:27]2)[cH:3][cH:4][cH:5]1. Reactants: CO, [Na+], [OH-], CCN(Cc1cc(Br)ccc1OCc1cccs1)c1ccc(C(=O)OC)cn1.